Dataset: the Open Reaction Database (ORD), a public repository of structured organic reaction records. Task: describe an organic reaction: reactants, conditions, products, and yield The reactants are [H][H] (hydrogen), CN(C(=O)[C@H]1NC[C@@H](C1)O)C ((2S,4R)-2-dimethylaminocarbonyl-4-hydroxypyrrolidine), C=O (formaldehyde). The reagents and catalysts are [Pt]=O (platinum oxide). The solvent is C(C)(=O)O (acetic acid), O (water). Run at time 1.5 hour. Yields the product CN1[C@@H](C[C@H](C1)O)C(=O)N(C)C ((2S,4R)-1-methyl-2-dimethylaminocarbonyl-4-hydroxypyrrolidine). Reaction SMILES: [CH3:1][N:2]([CH3:11])[C:3]([C@@H:5]1[CH2:9][C@@H:8]([OH:10])[CH2:7][NH:6]1)=[O:4].[CH2:12]=O.[H][H]>C(O)(=O)C.O.[Pt]=O>[CH3:12][N:6]1[CH2:7][C@H:8]([OH:10])[CH2:9][C@H:5]1[C:3]([N:2]([CH3:11])[CH3:1])=[O:4]. Reported procedure: To a solution of (2S,4R)-2-dimethylaminocarbonyl-4-hydroxypyrrolidine (2.0 g) in acetic acid (14.4 ml) and water (8 ml), 37% aqueous formaldehyde solution (1.27 g) and platinum oxide (38 mg) were added, and the mixture was hydrogenated at room temperature for 7 hours under an atmospheric pressure of hydrogen. The reaction mixture was filtered, and the filtrate was evaporated under reduced pressure to remove the solvent. The residue was dissolved in dichloromethane and dried over magnesium sulfat... The reactants are ice, Cl (hydrochloric acid), CC=1C=C(C=O)C=CC1C (3,4-dimethylbenzaldehyde), C(CC(=O)O)(=O)O (malonic acid), N1CCCCC1 (piperidine). The solvent is O (water), N1=CC=CC=C1 (pyridine). Run at temperature 50 celsius. Product: CC=1C=C(C=CC1C)C=CC(=O)O (3-(3,4-dimethyl-phenyl)-acrylic acid). RXN SMILES: [CH3:1][C:2]1[CH:3]=[C:4]([CH:7]=[CH:8][C:9]=1[CH3:10])[CH:5]=O.C(O)(=O)[CH2:12][C:13]([OH:15])=[O:14].N1CCCCC1.Cl>N1C=CC=CC=1.O>[CH3:1][C:2]1[CH:3]=[C:4]([CH:5]=[CH:12][C:13]([OH:15])=[O:14])[CH:7]=[CH:8][C:9]=1[CH3:10]. Reported procedure: A suspension of 3,4-dimethylbenzaldehyde (15.000 g; 111.793 mmol) and malonic acid (22.103 g; 212.410 mmol) in pyridine (85 ml) was heated to 50° C., under nitrogen. Then piperidine (8.5 ml; 86.079 mmol) was added dropwise (over 5 minutes) and the resulting suspension was heated to 75° C. for 2 h. The reaction mixture was cooled to 0° C., and poured into an ice-cooled solution of concentrated hydrochloric acid (12 N; 96 ml) in water (1200 ml). The precipitated colorless product was filtered off,... Reactants: [BH3-]C#N, CC(=O)O, CCN(CC)[Al](N(CC)CC)N(CC)CC, C1CCOC1, CO, CCOCC, CCOC(=O)c1cc2c(Cl)cc(Cl)cc2[nH]1, Cl, [H-], NCCCNc1cc(=O)c2ccccc2[nH]1, [Na+], [Na+], O. Yields the product O=c1cc(NCCCNCc2cc3c(Cl)cc(Cl)cc3[nH]2)[nH]c2ccccc12. Reaction SMILES: [C:52]([BH3-:53])#[N:54].[C:63]([OH:64])(=[O:65])[CH3:66].[CH2:18]([N:19]([Al:20]([N:21]([CH2:22][CH3:23])[CH2:24][CH3:25])[N:26]([CH2:27][CH3:28])[CH2:29][CH3:30])[CH2:31][CH3:32])[CH3:33].[CH2:56]1[O:57][CH2:58][CH2:59][CH2:60]1.[CH3:61][OH:62].[CH3:67][CH2:68][O:69][CH2:70][CH3:71].[Cl:1][c:2]1[c:3]2[cH:4][c:5]([C:12]([O:13][CH2:14][CH3:15])=[O:16])[nH:6][c:7]2[cH:8][c:9]([Cl:11])[cH:10]1.[ClH:35].[H-:17].[NH2:36][CH2:37][CH2:38][CH2:39][NH:40][c:41]1[nH:42][c:43]2[cH:44][cH:45][cH:46][cH:47][c:48]2[c:49](=[O:51])[cH:50]1.[Na+:34].[Na+:55].[OH2:72]>>[Cl:1][c:2]1[c:3]2[cH:4][c:5]([CH2:12][NH:36][CH2:37][CH2:38][CH2:39][NH:40][c:41]3[nH:42][c:43]4[cH:44][cH:45][cH:46][cH:47][c:48]4[c:49](=[O:51])[cH:50]3)[nH:6][c:7]2[cH:8][c:9]([Cl:11])[cH:10]1.